Dataset: the Open Reaction Database (ORD), a public repository of structured organic reaction records. Task: describe an organic reaction: reactants, conditions, products, and yield Starting materials: NC(/C=C/C(=C/C)/NC1=CC=NC=2NC(N(CC21)CC2=CC=C(C=C2)OC)=O)=C (5-[(Z)-4-amino-1-eth-(E)-ylidene-penta-2,4-dienylamino]-3-(4-methoxy-benzyl)-3,4-dihydro-1H-pyrido[2,3-d]pyrimidin-2-one), FC1=C(C=C(C=C1)N=C=O)F (1,2-difluoro-4-isocyanato-benzene). The product is FC=1C=C(C=CC1F)NC(=O)NC1=CC=C(C=C1)NC1=CC=NC=2NC(N(CC21)CC2=CC=C(C=C2)OC)=O (N-(3,4-difluorophenyl)-N′-(4-{[3-(4-methoxybenzyl)-2-oxo-1,2,3,4-tetrahydropyrido[2,3-d]pyrimidin-5-yl]amino}phenyl)urea). Reaction SMILES: [NH2:1][C:2](=[CH2:29])/[CH:3]=[CH:4]/[C:5](/[NH:8][C:9]1[C:18]2[CH2:17][N:16]([CH2:19][C:20]3[CH:25]=[CH:24][C:23]([O:26][CH3:27])=[CH:22][CH:21]=3)[C:15](=[O:28])[NH:14][C:13]=2[N:12]=[CH:11][CH:10]=1)=[CH:6]/C.[F:30][C:31]1[CH:36]=[CH:35][C:34]([N:37]=[C:38]=[O:39])=[CH:33][C:32]=1[F:40]>>[F:40][C:32]1[CH:33]=[C:34]([NH:37][C:38]([NH:1][C:2]2[CH:3]=[CH:4][C:5]([NH:8][C:9]3[C:18]4[CH2:17][N:16]([CH2:19][C:20]5[CH:21]=[CH:22][C:23]([O:26][CH3:27])=[CH:24][CH:25]=5)[C:15](=[O:28])[NH:14][C:13]=4[N:12]=[CH:11][CH:10]=3)=[CH:6][CH:29]=2)=[O:39])[CH:35]=[CH:36][C:31]=1[F:30]. Procedure details: The title compound was synthesized according to the procedure described for the preparation of Example 63 using 5-[(Z)-4-amino-1-eth-(E)-ylidene-penta-2,4-dienylamino]-3-(4-methoxy-benzyl)-3,4-dihydro-1H-pyrido[2,3-d]pyrimidin-2-one and 1,2-difluoro-4-isocyanato-benzene. LC-MS (M+H=531, obsd.=531). Starting materials: COc1ccc(COC(=O)Cc2ccccc2OC(=O)C(NC(=O)OCc2ccccc2)C(C)C)cc1, ClCCl. Yields the product CC(C)C(NC(=O)OCc1ccccc1)C(=O)Oc1ccccc1CC(=O)O. RXN SMILES: [C:1](=[O:2])([O:3][CH2:4][c:5]1[cH:6][cH:7][cH:8][cH:9][cH:10]1)[NH:11][CH:12]([CH:13]([CH3:14])[CH3:15])[C:16](=[O:17])[O:18][c:19]1[c:20]([CH2:25][C:26](=[O:27])[O:28][CH2:29][c:30]2[cH:31][cH:32][c:33]([O:34][CH3:35])[cH:36][cH:37]2)[cH:21][cH:22][cH:23][cH:24]1.[Cl:38][CH2:39][Cl:40]>>[C:1](=[O:2])([O:3][CH2:4][c:5]1[cH:6][cH:7][cH:8][cH:9][cH:10]1)[NH:11][CH:12]([CH:13]([CH3:14])[CH3:15])[C:16](=[O:17])[O:18][c:19]1[c:20]([CH2:25][C:26](=[O:27])[OH:28])[cH:21][cH:22][cH:23][cH:24]1.